From a dataset of the Open Reaction Database (ORD), a public repository of structured organic reaction records. describe an organic reaction: reactants, conditions, products, and yield Reactants: O=C([O-])[O-], CCNC(=O)Nc1ccc(B2OC(C)(C)C(C)(C)O2)cn1, [Cs+], [Cs+], CCOC(=O)c1cn(CCOC)c2ccc(I)cc2c1=O, C1COCCO1, O, [Pd], c1ccc([PH](c2ccccc2)(c2ccccc2)c2ccccc2)cc1. Yields the product CCNC(=O)Nc1ccc(-c2ccc3c(c2)c(=O)c(C(=O)OCC)cn3CCOC)cn1. Reaction SMILES: [C:43](=[O:44])([O-:45])[O-:46].[CH2:1]([CH3:2])[NH:3][C:4](=[O:5])[NH:6][c:7]1[n:8][cH:9][c:10]([B:13]2[O:14][C:15]([CH3:16])([CH3:17])[C:18]([CH3:19])([CH3:20])[O:21]2)[cH:11][cH:12]1.[Cs+:47].[Cs+:48].[I:22][c:23]1[cH:24][c:25]2[c:26](=[O:42])[c:27]([C:37](=[O:38])[O:39][CH2:40][CH3:41])[cH:28][n:29]([CH2:33][CH2:34][O:35][CH3:36])[c:30]2[cH:31][cH:32]1.[O:49]1[CH2:50][CH2:51][O:52][CH2:53][CH2:54]1.[OH2:55].[Pd:56].[c:57]1([PH:58]([c:59]2[cH:60][cH:61][cH:62][cH:63][cH:64]2)([c:65]2[cH:66][cH:67][cH:68][cH:69][cH:70]2)[c:71]2[cH:72][cH:73][cH:74][cH:75][cH:76]2)[cH:77][cH:78][cH:79][cH:80][cH:81]1>>[CH2:1]([CH3:2])[NH:3][C:4](=[O:5])[NH:6][c:7]1[n:8][cH:9][c:10](-[c:23]2[cH:24][c:25]3[c:26](=[O:42])[c:27]([C:37](=[O:38])[O:39][CH2:40][CH3:41])[cH:28][n:29]([CH2:33][CH2:34][O:35][CH3:36])[c:30]3[cH:31][cH:32]2)[cH:11][cH:12]1. Starting materials: C(CCC)(=O)Cl (Butyryl chloride), C([O-])([O-])=O.[K+].[K+] (Potassium carbonate), Cl.CNOC (N,O-dimethylhydroxylamine hydrochloride), C1(=CC=CC=C1)C (toluene). The solvent is O (water). Product: CON(C(CCC)=O)C (N-methoxy-N-methylbutyramide). Reaction SMILES: C(=O)([O-])[O-].[K+].[K+].Cl.[CH3:8][NH:9][O:10][CH3:11].C1(C)C=CC=CC=1.[C:19](Cl)(=[O:23])[CH2:20][CH2:21][CH3:22]>O>[CH3:11][O:10][N:9]([CH3:8])[C:19](=[O:23])[CH2:20][CH2:21][CH3:22] |f:0.1.2,3.4|. Procedure details: Potassium carbonate (62.4 g) was added in portions at 0° C. over 10 minutes to a stirred solution of N,O-dimethylhydroxylamine hydrochloride (250 g) in water (250 ml), then toluene (250 ml) was added and the mixture was stirred until the internal temperature reached 2° C. Butyryl chloride (26 ml) was added dropwise over 10 minutes, then the mixture was stirred at 0° C. for 5 minutes and at ambient temperature for 1 hour. The aqueous phase was separated and shaken with toluene (2×100 ml), then th... Reactants: C(C1=CC=CC=C1)C1(CCNCC1)O (4-Benzyl-4-hydroxy-piperidine), BrCC#N (bromoacetonitrile). Yields the product C(C1=CC=CC=C1)C1(CCN(CC1)CC#N)O ((4-Benzyl-4-hydroxy-piperidin-1-yl)-acetonitrile). Reaction SMILES: [CH2:1]([C:8]1([OH:14])[CH2:13][CH2:12][NH:11][CH2:10][CH2:9]1)[C:2]1[CH:7]=[CH:6][CH:5]=[CH:4][CH:3]=1.Br[CH2:16][C:17]#[N:18]>>[CH2:1]([C:8]1([OH:14])[CH2:13][CH2:12][N:11]([CH2:16][C:17]#[N:18])[CH2:10][CH2:9]1)[C:2]1[CH:3]=[CH:4][CH:5]=[CH:6][CH:7]=1. Procedure: The title compound is synthesized by coupling of 4-Benzyl-4-hydroxy-piperidine (commercially available from ABCR GmbH) and bromoacetonitrile analogously to the preparation of Intermediate 149.2 as a colorless oil; ES-MS: M+=231.2: AtRet=1.81. The reactants are O1C(OCCC1)C=1C=CC(=NC1)C1=CC2=NC=CC(=C2S1)OC1=C(C=C(C=C1)NC(=S)NC(CC1=CC=C(C=C1)F)=O)F (N-(4-(2-(5-(1,3-Dioxan-2-yl)pyridin-2-yl)thieno[3,2-b]pyridin-7-yloxy)-3-fluorophenylcarbamothioyl)-2-(4-fluorophenyl)acetamide). Solvent: C(C)(=O)O (acetic acid). Run at temperature 90 celsius. The product is FC=1C=C(C=CC1OC1=C2C(=NC=C1)C=C(S2)C2=NC=C(C=C2)C=O)NC(=S)NC(CC2=CC=C(C=C2)F)=O (N-(3-Fluoro-4-(2-(5-formylpyridin-2-yl)thieno[3,2-b]pyridin-7-yloxy)phenylcarbamothioyl)-2-(4-fluorophenyl)acetamide). Yield: 66.1%. Reaction SMILES: [O:1]1CCCO[CH:2]1[C:7]1[CH:8]=[CH:9][C:10]([C:13]2[S:21][C:20]3[C:15](=[N:16][CH:17]=[CH:18][C:19]=3[O:22][C:23]3[CH:28]=[CH:27][C:26]([NH:29][C:30]([NH:32][C:33](=[O:42])[CH2:34][C:35]4[CH:40]=[CH:39][C:38]([F:41])=[CH:37][CH:36]=4)=[S:31])=[CH:25][C:24]=3[F:43])[CH:14]=2)=[N:11][CH:12]=1>C(O)(=O)C>[F:43][C:24]1[CH:25]=[C:26]([NH:29][C:30]([NH:32][C:33](=[O:42])[CH2:34][C:35]2[CH:36]=[CH:37][C:38]([F:41])=[CH:39][CH:40]=2)=[S:31])[CH:27]=[CH:28][C:23]=1[O:22][C:19]1[CH:18]=[CH:17][N:16]=[C:15]2[CH:14]=[C:13]([C:10]3[CH:9]=[CH:8][C:7]([CH:2]=[O:1])=[CH:12][N:11]=3)[S:21][C:20]=12. Procedure details: To a solution of 80% acetic acid (104 mL AcOH/26 mL water) was added 32 (4.01 g, 6.48 mmol). The reaction mixture was heated at 90° C. overnight, cooled to r.t., to form a precipitate which was collected by filtration to afford intermediate 33 (2.4 g, 66% yield) as a beige solid. 1H NMR (400 MHz, DMSO-d6) δ (ppm): 12.51 (s, 1H), 11.86 (s, 1H), 10.14 (s, 1H), 9.14 (s, 1H), 8.66 (d, J=5.6 Hz, 1H) 8.59 (s, 1H), 8.54 (d, J=8.0 Hz, 1H), 8.40 (d, J=8.4 Hz, 1H), 8.07 (d, J=12.8 Hz, 1H), 7.58 (s, 2H), 7... The reactants are C(C)(=O)OCC (ethyl acetate), ClC1=CC=C(C(=O)N2CC(NC3=C(C2)C=CC=C3)=O)C=C1 (4-(4-chlorobenzoyl)-1,3,4,5-tetrahydrobenzo[e][1,4]diazepin-2-on), BrCC=1C=C(C(=O)OC)C=CC1 (methyl 3-(bromomethyl)benzoate), [H-].[Na+] (sodium hydride). The solvent is CN(C)C=O (DMF). Reaction conditions: time 30 minute. Product: ClC1=CC=C(C(=O)N2CC(N(C3=C(C2)C=CC=C3)CC3=CC(=CC=C3)C(=O)OC)=O)C=C1 (4-(4-chlorobenzoyl)-1-(3-methoxycarbonylbenzyl)-1,3,4,5-tetrahydrobenzo[e][1,4]diazepin-2-on). Reaction SMILES: [Cl:1][C:2]1[CH:21]=[CH:20][C:5]([C:6]([N:8]2[CH2:14][C:13]3[CH:15]=[CH:16][CH:17]=[CH:18][C:12]=3[NH:11][C:10](=[O:19])[CH2:9]2)=[O:7])=[CH:4][CH:3]=1.[H-].[Na+].Br[CH2:25][C:26]1[CH:27]=[C:28]([CH:33]=[CH:34][CH:35]=1)[C:29]([O:31][CH3:32])=[O:30].C(OCC)(=O)C>CN(C=O)C>[Cl:1][C:2]1[CH:21]=[CH:20][C:5]([C:6]([N:8]2[CH2:14][C:13]3[CH:15]=[CH:16][CH:17]=[CH:18][C:12]=3[N:11]([CH2:25][C:26]3[CH:35]=[CH:34][CH:33]=[C:28]([C:29]([O:31][CH3:32])=[O:30])[CH:27]=3)[C:10](=[O:19])[CH2:9]2)=[O:7])=[CH:4][CH:3]=1 |f:1.2|. Procedure: 150 mg (0.50 mmol) of 4-(4-chlorobenzoyl)-1,3,4,5-tetrahydrobenzo[e][1,4]diazepin-2-on was dissolved in 10 ml of DMF. 24 mg (0.60 mmol) of sodium hydride was added to the obtained solution, and they were stirred at room temperature for 30 minutes. 160 mg (0.70 mmol) of methyl 3-(bromomethyl)benzoate was added to the reaction mixture, and they were stirred at room temperature overnight. After the treatment with ethyl acetate as the extracting solvent by an ordinary method, the obtained crude prod...